This data is from the Open Reaction Database (ORD), a public repository of structured organic reaction records. The task is: describe an organic reaction: reactants, conditions, products, and yield RXN SMILES: [NH2:1][C:2]1[C:3]2[C:25]([CH3:31])([C:26](OCC)=[O:27])[C:24](=[O:32])[NH:23][C:4]=2[N:5]=[C:6]([C:8]2[C:16]3[C:11](=[N:12][CH:13]=[CH:14][CH:15]=3)[N:10]([CH2:17][CH2:18][C:19]([F:22])([F:21])[F:20])[N:9]=2)[N:7]=1.[CH:33]1([NH2:36])[CH2:35][CH2:34]1>>[NH2:1][C:2]1[C:3]2[C:25]([CH3:31])([C:26]([NH:36][CH:33]3[CH2:35][CH2:34]3)=[O:27])[C:24](=[O:32])[NH:23][C:4]=2[N:5]=[C:6]([C:8]2[C:16]3[C:11](=[N:12][CH:13]=[CH:14][CH:15]=3)[N:10]([CH2:17][CH2:18][C:19]([F:20])([F:22])[F:21])[N:9]=2)[N:7]=1. Reported procedure: To the intermediate from Step A above (165 mg, 0.367 mmol) was added cyclopropylamine (3.31 mL, 47.7 mmol) and the resultant mixture heated to 50° C. for 16 hours. The reaction mixture was concentrated in vacuo and the residue purified by silica gel column chromatography using a DCM/MeOH (with 0.5% NH4OH) gradient. Chiral separation using SFC on a Chiralcel OJ-H column provided both enantiomers of the title compound. 1H NMR (500 MHz, DMSO-d6): δ 11.23 (1H, s), 9.02 (1H, dd, J=8.08, 1.55 Hz), 8.6... Product: NC=1C2=C(N=C(N1)C1=NN(C3=NC=CC=C31)CCC(F)(F)F)NC(C2(C(=O)NC2CC2)C)=O (4-Amino-N-Cyclopropyl-5-Methyl-6-Oxo-2-[1-(3,3,3-Trifluoropropyl)-1H-Pyrazolo[3,4-B]Pyridin-3-yl]-6,7-Dihydro-5H-Pyrrolo[2,3-D]Pyrimidine-5-Carboxamide). Starting materials: NC=1C2=C(N=C(N1)C1=NN(C3=NC=CC=C31)CCC(F)(F)F)NC(C2(C(=O)OCC)C)=O (ethyl 4-amino-5-methyl-6-oxo-2-[1-(3,3,3-trifluoropropyl)-1H-pyrazolo[3,4-b]pyridin-3-yl]-6,7-dihydro-5H-pyrrolo[2,3-d]pyrimidine-5-carboxylate), C1(CC1)N (cyclopropylamine), resultant mixture. Starting materials: NC1=C(C(=O)C2=CC(=C(C=C2)OC)OC)C=C(C(=C1)OC)OC (2-amino-3',4,4',5-tetramethoxybenzophenone), ClCC(CC(=O)OCC)=O (ethyl 4-chloroacetoacetate), S(O)(O)(=O)=O (sulfuric acid). Solvent: C(C)(=O)O (acetic acid). Reaction conditions: temperature 100 celsius, time 3 hour. Yields the product ClCC1=NC2=CC(=C(C=C2C(=C1C(=O)OCC)C1=CC(=C(C=C1)OC)OC)OC)OC (ethyl 2-chloromethyl-4-(3,4-dimethoxyphenyl)-6,7-dimethoxyquinoline-3-carboxylate). Yield: 53.0%. RXN SMILES: [NH2:1][C:2]1[CH:19]=[C:18]([O:20][CH3:21])[C:17]([O:22][CH3:23])=[CH:16][C:3]=1[C:4]([C:6]1[CH:11]=[CH:10][C:9]([O:12][CH3:13])=[C:8]([O:14][CH3:15])[CH:7]=1)=O.[Cl:24][CH2:25][C:26](=O)[CH2:27][C:28]([O:30][CH2:31][CH3:32])=[O:29].S(=O)(=O)(O)O>C(O)(=O)C>[Cl:24][CH2:25][C:26]1[C:27]([C:28]([O:30][CH2:31][CH3:32])=[O:29])=[C:4]([C:6]2[CH:11]=[CH:10][C:9]([O:12][CH3:13])=[C:8]([O:14][CH3:15])[CH:7]=2)[C:3]2[C:2](=[CH:19][C:18]([O:20][CH3:21])=[C:17]([O:22][CH3:23])[CH:16]=2)[N:1]=1. Procedure: To a mixture of 2-amino-3',4,4',5-tetramethoxybenzophenone (6.6 g), ethyl 4-chloroacetoacetate (3.7 g) and acetic acid (60 ml) was added concentrated sulfuric acid (0.3 ml) and the mixture was stirred at 100° C. for 3 hours. The reaction mixture was then concentrated under reduced pressure and the residue was poured in water, made basic with 2N--NaOH, and extracted with chloroform. The chloroform layer was washed with water and dried (MgSO4) and the solvent was distilled off under reduced pressu... The reactants are Cl.N[C@@H]1CC[C@H](CC1)NC(=O)C1=C(NC2=C1N=CN=C2C2=C(C=CC(=C2)CC)OCC2CC2)C (N-(trans-4-aminocyclohexyl)-4-[2-(cyclopropylmethoxy)-5-ethylphenyl]-6-methyl-5H-pyrrolo[3,2-d]pyrimidine-7-carboxamide hydrochloride), C(C)(=O)Cl (acetylchloride). Yields the product C(C)(=O)N[C@@H]1CC[C@H](CC1)NC(=O)C1=C(NC2=C1N=CN=C2C2=C(C=CC(=C2)CC)OCC2CC2)C (N-[trans-4-(Acetylamino)cyclohexyl]-4-[2-(cyclopropylmethoxy)-5-ethylphenyl]-6-methyl-5H-pyrrolo[3,2-d]pyrimidine-7-carboxamide). Reaction SMILES: Cl.[NH2:2][C@H:3]1[CH2:8][CH2:7][C@H:6]([NH:9][C:10]([C:12]2[C:16]3[N:17]=[CH:18][N:19]=[C:20]([C:21]4[CH:26]=[C:25]([CH2:27][CH3:28])[CH:24]=[CH:23][C:22]=4[O:29][CH2:30][CH:31]4[CH2:33][CH2:32]4)[C:15]=3[NH:14][C:13]=2[CH3:34])=[O:11])[CH2:5][CH2:4]1.[C:35](Cl)(=[O:37])[CH3:36]>>[C:35]([NH:2][C@H:3]1[CH2:8][CH2:7][C@H:6]([NH:9][C:10]([C:12]2[C:16]3[N:17]=[CH:18][N:19]=[C:20]([C:21]4[CH:26]=[C:25]([CH2:27][CH3:28])[CH:24]=[CH:23][C:22]=4[O:29][CH2:30][CH:31]4[CH2:32][CH2:33]4)[C:15]=3[NH:14][C:13]=2[CH3:34])=[O:11])[CH2:5][CH2:4]1)(=[O:37])[CH3:36] |f:0.1|. Procedure: Starting from N-(trans-4-aminocyclohexyl)-4-[2-(cyclopropylmethoxy)-5-ethylphenyl]-6-methyl-5H-pyrrolo[3,2-d]pyrimidine-7-carboxamide hydrochloride (example D.f49) and commercially available acetylchloride the title compound is obtained as colorless solid. Starting materials: C1CCC2=NCCCN2CC1 (DBU), C(C)(C)(C)OC(=O)NO (N-(tert-butyloxycarbonyl)hydroxylamine), BrCCCCCCO (6-bromohexan-1-ol). The solvent is C(Cl)Cl (CH2Cl2). Conditions: time 18 hour. Yields the product C(C)(C)(C)OC(=O)NOCCCCCCO (6(tert-butyloxycarbonylaminooxy)hexan-1-ol). The yield is 77.2%. RXN SMILES: C1CCN2C(=NCCC2)CC1.[C:12]([O:16][C:17]([NH:19][OH:20])=[O:18])([CH3:15])([CH3:14])[CH3:13].Br[CH2:22][CH2:23][CH2:24][CH2:25][CH2:26][CH2:27][OH:28]>C(Cl)Cl>[C:12]([O:16][C:17]([NH:19][O:20][CH2:22][CH2:23][CH2:24][CH2:25][CH2:26][CH2:27][OH:28])=[O:18])([CH3:15])([CH3:14])[CH3:13]. Procedure details: To a solution of 179 μL (183 mg, 1.2 mmol) of DBU in 1 mL of CH2Cl2 was added 133 mg (1.0 mmol) of N-(tert-butyloxycarbonyl)hydroxylamine (Aldrich Chemical Co.) and 157 μL (217 mg, 1.2 mmol) of 6-bromohexan-1-ol (Aldrich Chemical Co.), and the mixture was stirred for 18 hours at room temperature. The mixture was concentrated to give a yellow oil. Purification by silica gel chromatography (35/5/65 EtOAc/MeOH/hexanes) gave 180 mg (77%) of compound 27 as a colorless oil: 1H NMR (CDCl3) δ 1.39 (m, 4... Reported procedure: A mixture of 1 g. of ethyl 4-[3-(p-chlorophenyl)propylamino]benzoate and 2.37 g. of diethyl sulfate is stirred at 130° C. for 3 hours. The mixture is then diluted with 10 ml. of dichloromethane and 10 ml. of water and adjusted to pH 11 with 10N sodium hydroxide. The dichloromethane layer is drawn off and saved. The aqueous layer is extracted with two 10 ml. portions of dichloromethane. The organic layers are combined, washed with 10 ml. of water, dried over anhydrous magnesium sulfate and evapor... Run in ClCCl (dichloromethane), O (water), ClCCl (dichloromethane). The product is ClC1=CC=C(C=C1)CCCN(C1=CC=C(C(=O)OCC)C=C1)CC (4-[[3-(p-Chlorophenyl)propyl]ethylamino]benzoic acid, ethyl ester). RXN SMILES: [Cl:1][C:2]1[CH:7]=[CH:6][C:5]([CH2:8][CH2:9][CH2:10][NH:11][C:12]2[CH:22]=[CH:21][C:15]([C:16]([O:18][CH2:19][CH3:20])=[O:17])=[CH:14][CH:13]=2)=[CH:4][CH:3]=1.S(OCC)(O[CH2:27][CH3:28])(=O)=O.[OH-].[Na+]>ClCCl.O>[Cl:1][C:2]1[CH:3]=[CH:4][C:5]([CH2:8][CH2:9][CH2:10][N:11]([CH2:27][CH3:28])[C:12]2[CH:13]=[CH:14][C:15]([C:16]([O:18][CH2:19][CH3:20])=[O:17])=[CH:21][CH:22]=2)=[CH:6][CH:7]=1 |f:2.3|. Starting materials: ClC1=CC=C(C=C1)CCCNC1=CC=C(C(=O)OCC)C=C1 (ethyl 4-[3-(p-chlorophenyl)propylamino]benzoate), S(=O)(=O)(OCC)OCC (diethyl sulfate), [OH-].[Na+] (sodium hydroxide). Starting materials: CCCCCC (hexane), [Li]CCCC (n-BuLi), O=C1CN(CCC1)C(=O)OC(C)(C)C (tert-butyl 3-oxopiperidine-1-carboxylate), resultant mixture, O (water). The reagents and catalysts are [Br-].C[P+](C1=CC=CC=C1)(C1=CC=CC=C1)C1=CC=CC=C1 (methyltriphenylphosphonium bromide). The solvent is CCOCC (Et2O), CCOCC (ether). Run at time 10 minute. Yields the product C=C1CN(CCC1)C(=O)OC(C)(C)C (tert-Butyl 3-methylenepiperidine-1-carboxylate). Yield: 45.9%. RXN SMILES: CCCCCC.[Li][CH2:8][CH2:9][CH2:10][CH3:11].O=C1CC[CH2:16][N:15]([C:19]([O:21][C:22]([CH3:25])([CH3:24])[CH3:23])=[O:20])[CH2:14]1.O>[Br-].C[P+](C1C=CC=CC=1)(C1C=CC=CC=1)C1C=CC=CC=1.CCOCC>[CH2:11]=[C:10]1[CH2:9][CH2:8][CH2:16][N:15]([C:19]([O:21][C:22]([CH3:25])([CH3:24])[CH3:23])=[O:20])[CH2:14]1 |f:4.5|. Procedure details: A 2.5 M hexane solution of n-BuLi (4.86 mL, 12.15 mmol) was added to a suspension of methyltriphenylphosphonium bromide (4.34 g, 12.15 mmol) in Et2O (100 mL) at 0° C. The mixture was stirred at room temperature for 10 min. A solution of tert-butyl 3-oxopiperidine-1-carboxylate (2.2 g, 11.04 mmol) in ether (10 mL) was added dropwise. The resultant mixture was stirred at room temperature for 1 h, at reflux for 30 min, and cooled to room temperature. After the addition of water (30 mL), the two pha... The reactants are Cl (HCl), C(=O)(O)C=1C=C2CC(NC2=CC1)=O (5-carboxy-2-oxindole), C(C)N(CCCC=1C=C2C=C(NC2=CC1)C=O)CC (5-(3-diethylamino-propyl)-1H-indole-2-carbaldehyde), N1CCCCC1 (piperidine). Run in C(C)O (ethanol). Reaction conditions: temperature 80 celsius. The product is O=C1NC2=CC=C(C=C2C1=CC=1NC2=CC=C(C=C2C1)CCCN1CCCC1)C(=O)O (2-Oxo-3-[5-(3-pyrrolidin-1-yl-propyl)-1H-indol-2-ylmethylene]-2,3-dihydro-1H-indole-5-carboxylic acid). RXN SMILES: [C:1]([C:4]1[CH:5]=[C:6]2[C:10](=[CH:11][CH:12]=1)[NH:9][C:8](=[O:13])[CH2:7]2)([OH:3])=[O:2].[CH2:14]([N:16]([CH2:31][CH3:32])[CH2:17][CH2:18][CH2:19][C:20]1[CH:21]=[C:22]2[C:26](=[CH:27][CH:28]=1)[NH:25][C:24]([CH:29]=O)=[CH:23]2)[CH3:15].N1CCCCC1.Cl>C(O)C>[O:13]=[C:8]1[C:7](=[CH:29][C:24]2[NH:25][C:26]3[C:22]([CH:23]=2)=[CH:21][C:20]([CH2:19][CH2:18][CH2:17][N:16]2[CH2:31][CH2:32][CH2:15][CH2:14]2)=[CH:28][CH:27]=3)[C:6]2[C:10](=[CH:11][CH:12]=[C:4]([C:1]([OH:3])=[O:2])[CH:5]=2)[NH:9]1. Procedure details: A mixture of 5-carboxy-2-oxindole (35 mg, 0.2 mmol), 5-(3-diethylamino-propyl)-1H-indole-2-carbaldehyde (51 mg, 0.2 mmol) and piperidine (0.1 mL) in ethanol (1 mL) was heated at 80° C. for 6 hours. The reaction was acidified with 1N HCl and the precipitate was collected by vacuum filtration, washed with 1N HCl, water and ethanol, dried to give the title compound.